Dataset: the Open Reaction Database (ORD), a public repository of structured organic reaction records. Task: describe an organic reaction: reactants, conditions, products, and yield Reactants: BrC1=CC=CC=2C1=CC=C1N=C3C=CC=C(C3=NC21)C(=O)O (4-Bromo-benzo[a]phenazine-11-carboxylic acid), [Cu]C#N (copper (1) cyanide), CN(C=O)C (N,N-dimethylformamide), FeCl3.6H2O. The solvent is O (water), O (water). Run at temperature 80 celsius, time 45 minute. The product is C(#N)C1=C2CCCC(C2=CC=C1)=O (5-cyano-1-tetralone). Reaction SMILES: Br[C:2]1[C:7]2=[CH:8][CH:9]=[C:10]3[C:19](N=C4C(C=CC=C4C(O)=O)=N3)=[C:6]2[CH:5]=[CH:4][CH:3]=1.[Cu][C:24]#[N:25].CN(C)C=[O:29]>O>[C:24]([C:2]1[CH:3]=[CH:4][CH:5]=[C:6]2[C:7]=1[CH2:8][CH2:9][CH2:10][C:19]2=[O:29])#[N:25]. Reported procedure: To a solution of 5-bromotetralone (see Reference Example 1C)(5.0 g) in N,N-dimethylformamide (20 mL) was added copper (1) cyanide (6.39 g) and the reaction mixture heated to reflux for 20 hours. The reaction mixture was then cooled to 80° C. and a solution of FeCl3.6H2O (24 g) in water (38 mL) was added. After stirring for a further 45 minutes the reaction mixture was cooled, diluted with water, extracted into toluene, washed with water, dried (MgSO4) and the solvent removed in vacuo to yield 5-... Starting materials: C(C)(C)(C)OC(NC1=C(C=C(C=C1)C1=C(C=CC=C1)Cl)N)=O ((3-amino-2′-chloro-biphenyl-4-yl)-carbamic acid tert.-butyl ester), CC1(OC(C=C(O1)C=1C=C(C#N)C=CC1)=O)C (3-(2,2-dimethyl-6-oxo-6H-[1,3]dioxin-4-yl)-benzonitrile), C(=O)(C(F)(F)F)O (TFA). Solvent: C(Cl)Cl (CH2Cl2). Yields the product ClC1=C(C=CC=C1)C1=CC2=C(N=C(CC(N2)=O)C=2C=C(C#N)C=CC2)C=C1 (3-[7-(2-Chloro-phenyl)-4-oxo-4,5-dihydro-3H-benzo[b][1,4]diazepin-2-yl]-benzonitrile). Reaction SMILES: C(OC(=O)[NH:7][C:8]1[CH:13]=[CH:12][C:11]([C:14]2[CH:19]=[CH:18][CH:17]=[CH:16][C:15]=2[Cl:20])=[CH:10][C:9]=1[NH2:21])(C)(C)C.CC1(C)O[C:28]([C:30]2[CH:31]=[C:32]([CH:35]=[CH:36][CH:37]=2)[C:33]#[N:34])=[CH:27][C:26](=[O:38])O1.C(O)(C(F)(F)F)=O>C(Cl)Cl>[Cl:20][C:15]1[CH:16]=[CH:17][CH:18]=[CH:19][C:14]=1[C:11]1[CH:12]=[CH:13][C:8]2[N:7]=[C:28]([C:30]3[CH:31]=[C:32]([CH:35]=[CH:36][CH:37]=3)[C:33]#[N:34])[CH2:27][C:26](=[O:38])[NH:21][C:9]=2[CH:10]=1. Procedure: Prepared from (3-amino-2′-chloro-biphenyl-4-yl)-carbamic acid tert.-butyl ester (Example G22) and 3-(2,2-dimethyl-6-oxo-6H-[1,3]dioxin-4-yl)-benzonitrile (Example J4) according to the general procedure K. The obtained material was deprotected and cyclized by treatment with TFA in CH2Cl2 according to the general procedure M. Obtained as a white powder (43 mg).